This data is from the Open Reaction Database (ORD), a public repository of structured organic reaction records. The task is: describe an organic reaction: reactants, conditions, products, and yield The yield is 96.0%. The reactants are CC(C/C(/C=O)=C/C1=CC=C(C=C1)Cl)(C)C (Z-2-(2,2-dimethylpropyl)-3-(4-chlorophenyl)-propenal), [BH4-].[Na+] (sodium borohydride), O (water). Yields the product ClC1=CC=C(C=C1)\C=C(\CC(C)(C)C)/CO (Z-1-(4-chlorophenyl)-2-hydroxymethyl-4,4-dimethylpent-1-ene). Procedure details: 2.1 g of sodium borohydride, dissolved in a little 10% strength sodium hydroxide solution, are added to a solution of 47.3 g of Z-2-(2,2-dimethylpropyl)-3-(4-chlorophenyl)-propenal. After the reaction mixture has been stirred for 18 hours at room temperature, 200 ml of water are added to the solution and the resulting emulsion is extracted by shaking with methylene chloride. The organic phase isolated is then dried over sodium sulfate and evaporated down. 45.8 g (96%) of Z-1-(4-chlorophenyl)-2-h... Solvent: [OH-].[Na+] (sodium hydroxide). Reaction SMILES: [BH4-].[Na+].[CH3:3][C:4]([CH3:18])([CH3:17])[CH2:5]/[C:6](=[CH:9]/[C:10]1[CH:15]=[CH:14][C:13]([Cl:16])=[CH:12][CH:11]=1)/[CH:7]=[O:8].O>[OH-].[Na+]>[Cl:16][C:13]1[CH:12]=[CH:11][C:10](/[CH:9]=[C:6](\[CH2:7][OH:8])/[CH2:5][C:4]([CH3:3])([CH3:17])[CH3:18])=[CH:15][CH:14]=1 |f:0.1,4.5|. Conditions: time 18 hour. Reactants: N[C@@H](C)C1=NN2C(C(N1C1=CC=CC=C1)=O)=C(C=C2)SC2=C(C=CC=C2)NCCN(C)C ((S)-2-(1-Aminoethyl)-5-((2-((2-(dimethylamino)ethyl)amino)phenyl)thio)-3-phenylpyrrolo[2,1-f][1,2,4]triazin-4(3H)-one), NC1=NC=NC(=C1C#N)Cl (4-amino-6-chloropyrimidine-5-carbonitrile), CCN(C(C)C)C(C)C (DIEA). Solvent: C(C)(C)(C)O (tert-BuOH). The product is NC1=NC=NC(=C1C#N)N[C@@H](C)C1=NN2C(C(N1C1=CC=CC=C1)=O)=C(C=C2)SC2=C(C=CC=C2)NCCN(C)C ((S)-4-Amino-6-((1-(5-((2-((2-(dimethylamino)ethyl)amino)phenyl)thio)-4-oxo-3-phenyl-3,4-dihydropyrrolo[2,1-f][1,2,4]triazin-2-yl)ethyl)amino)pyrimidine-5-carbonitrile). Yield: 2.9%. As a reaction SMILES: [NH2:1][C@H:2]([C:4]1[N:9]([C:10]2[CH:15]=[CH:14][CH:13]=[CH:12][CH:11]=2)[C:8](=[O:16])[C:7]2=[C:17]([S:20][C:21]3[CH:26]=[CH:25][CH:24]=[CH:23][C:22]=3[NH:27][CH2:28][CH2:29][N:30]([CH3:32])[CH3:31])[CH:18]=[CH:19][N:6]2[N:5]=1)[CH3:3].[NH2:33][C:34]1[C:39]([C:40]#[N:41])=[C:38](Cl)[N:37]=[CH:36][N:35]=1.CCN(C(C)C)C(C)C>C(O)(C)(C)C>[NH2:33][C:34]1[C:39]([C:40]#[N:41])=[C:38]([NH:1][C@H:2]([C:4]2[N:9]([C:10]3[CH:15]=[CH:14][CH:13]=[CH:12][CH:11]=3)[C:8](=[O:16])[C:7]3=[C:17]([S:20][C:21]4[CH:26]=[CH:25][CH:24]=[CH:23][C:22]=4[NH:27][CH2:28][CH2:29][N:30]([CH3:31])[CH3:32])[CH:18]=[CH:19][N:6]3[N:5]=2)[CH3:3])[N:37]=[CH:36][N:35]=1. Procedure: (S)-2-(1-Aminoethyl)-5-((2-((2-(dimethylamino)ethyl)amino)phenyl)thio)-3-phenylpyrrolo[2,1-f][1,2,4]triazin-4(3H)-one (267 mg, 0.54 mmol), 4-amino-6-chloropyrimidine-5-carbonitrile (123 mg, 0.81 mmol) and DIEA (280 μl, 1.61 mmol) in 10 ml of tert-BuOH were stirred overnight at 80° C. After evaporation of the solvent under reduced pressure, the residue was purified using SP1® Purification System (0% to 20%, DCM-MeOH) to obtain 9 mg of the title compound as a solid. Purity 99%.